This data is from the Open Reaction Database (ORD), a public repository of structured organic reaction records. The task is: describe an organic reaction: reactants, conditions, products, and yield Starting materials: [BH4-].[Na+] (Sodium borohydride), C(Cl)Cl (Methylene chloride), CNCC (Methylethylamine), Ti(OPr)4, C(C)(C)(C)C=1C=C(C=C(C1O)C(C)(C)C)C=1OC(=C(N1)CCOC1=CC=C(C=C1)C=O)C (2-(3,5-di-t-butyl-4-hydroxyphenyl)-4-(2-(4-formylphenoxy)ethyl)-5-methyloxazole). Solvent: C(C)O (ethanol). Reaction conditions: time 10 minute. The product is O.Cl.C(C)(C)(C)C=1C=C(C=C(C1O)C(C)(C)C)C=1OC(=C(N1)CCOC1=C(C=C(C=C1)C)CNCC)C (2-(3,5-di-t-butyl-4-hydroxyphenyl)-4-(2-(4-methylethylaminomethylphenoxy) ethyl)-5-methyloxazole hydrochloride hydrate). The yield is 63.0%. As a reaction SMILES: [CH3:1][NH:2][CH2:3][CH3:4].[C:5]([C:9]1[CH:10]=[C:11]([C:20]2[O:21][C:22]([CH3:36])=[C:23]([CH2:25][CH2:26][O:27][C:28]3[CH:33]=[CH:32][C:31]([CH:34]=O)=[CH:30][CH:29]=3)[N:24]=2)[CH:12]=[C:13]([C:16]([CH3:19])([CH3:18])[CH3:17])[C:14]=1[OH:15])([CH3:8])([CH3:7])[CH3:6].[BH4-].[Na+].C(Cl)[Cl:40]>C(O)C>[OH2:15].[ClH:40].[C:16]([C:13]1[CH:12]=[C:11]([C:20]2[O:21][C:22]([CH3:36])=[C:23]([CH2:25][CH2:26][O:27][C:28]3[CH:29]=[CH:30][C:31]([CH3:34])=[CH:32][C:33]=3[CH2:1][NH:2][CH2:3][CH3:4])[N:24]=2)[CH:10]=[C:9]([C:5]([CH3:6])([CH3:8])[CH3:7])[C:14]=1[OH:15])([CH3:18])([CH3:19])[CH3:17] |f:2.3,6.7.8|. Procedure details: Methylethylamine, 0.71 ml (8.32 mmole) and 2.46 ml (8.32 mmole) Ti(OPr)4 were dissolved in 17 ml of ethanol and stirred for 10 minutes under nitrogen. Compound of step D, 1.75 g (4.16 mmole), was added and the mixture was stirred for 4 hours. Sodium borohydride, 240 mg (6.23 mmole) was added and the reaction was stirred for 3 days. Asponia, 5.8 ml 2N, was added to give a thick suspension. Methylene chloride (40 ml) was added then 5.3 g diatomaceous earth and the mixture was stirred, and filtered...